This data is from the Open Reaction Database (ORD), a public repository of structured organic reaction records. The task is: describe an organic reaction: reactants, conditions, products, and yield Reactants: C1CCOC1, CCOC(C)=O, CCCCCC, Nc1ccc(CN2CCCC2)cc1, CCn1nc(C)cc1C(=O)Nc1cccc(C(=O)c2ccc3c(c2)NC(=O)C3=CO)c1. The product is CCn1nc(C)cc1C(=O)Nc1cccc(C(=O)c2ccc3c(c2)NC(=O)C3=CNc2ccc(CN3CCCC3)cc2)c1. RXN SMILES: [CH2:32]1[O:33][CH2:34][CH2:35][CH2:36]1.[CH3:50][CH2:51][O:52][C:53]([CH3:54])=[O:55].[CH3:56][CH2:57][CH2:58][CH2:59][CH2:60][CH3:61].[N:37]1([CH2:42][c:43]2[cH:44][cH:45][c:46]([NH2:49])[cH:47][cH:48]2)[CH2:38][CH2:39][CH2:40][CH2:41]1.[OH:1][CH:2]=[C:3]1[C:4](=[O:31])[NH:5][c:6]2[cH:7][c:8]([C:12](=[O:13])[c:14]3[cH:15][c:16]([NH:20][C:21](=[O:22])[c:23]4[n:24]([CH2:29][CH3:30])[n:25][c:26]([CH3:28])[cH:27]4)[cH:17][cH:18][cH:19]3)[cH:9][cH:10][c:11]21>>[CH:2](=[C:3]1[C:4](=[O:31])[NH:5][c:6]2[cH:7][c:8]([C:12](=[O:13])[c:14]3[cH:15][c:16]([NH:20][C:21](=[O:22])[c:23]4[n:24]([CH2:29][CH3:30])[n:25][c:26]([CH3:28])[cH:27]4)[cH:17][cH:18][cH:19]3)[cH:9][cH:10][c:11]21)[NH:49][c:46]1[cH:45][cH:44][c:43]([CH2:42][N:37]2[CH2:38][CH2:39][CH2:40][CH2:41]2)[cH:48][cH:47]1. Reactants: BrBr (bromine), N1=CC=CC2=C1NCCCO2 (6,7,8,9-tetrahydro-5-oxa-1,9-diaza-benzocycloheptene), C(=O)([O-])[O-].[K+].[K+] (K2CO3). The solvent is C(Cl)Cl (CH2Cl2), C(Cl)Cl (CH2Cl2). Reaction conditions: temperature 20 celsius, time 30 minute. Yields the product BrC1=CC2=C(NCCCO2)N=C1 (3-bromo-6,7,8,9-tetrahydro-5-oxa-1,9-diaza-benzocycloheptene). Isolated yield 96.0%. As a reaction SMILES: [Br:1]Br.[N:3]1[C:8]2[NH:9][CH2:10][CH2:11][CH2:12][O:13][C:7]=2[CH:6]=[CH:5][CH:4]=1.C([O-])([O-])=O.[K+].[K+]>C(Cl)Cl>[Br:1][C:5]1[CH:4]=[N:3][C:8]2[NH:9][CH2:10][CH2:11][CH2:12][O:13][C:7]=2[CH:6]=1 |f:2.3.4|. Reported procedure: A solution of bromine (960 mg, 6 mmol) in CH2Cl2 (50 mL) was added drop wise at 0° C. to a CH2Cl2 (30 mL) suspension of 6,7,8,9-tetrahydro-5-oxa-1,9-diaza-benzocycloheptene (750 mg, 5 mmol) and solid K2CO3 (1 g). The mixture was stirred for 30 min at 20° C., then the excess bromine was quenched with a saturated solution of aqueous NaHSO3. The basic aqueous phase was separated, extracted with CH2Cl2, the combined organic layers were dried and evaporated to afford the title-compound (1.10 g, 96%).... Reaction SMILES: [CH2:1]([O:3][C:4]1[CH:9]=[C:8]([CH2:10][N:11]2[CH2:16][CH2:15][CH:14]([NH:17][C:18](=[O:28])[C:19]3[CH:24]=[C:23]([O:25][CH3:26])[CH:22]=[C:21]([OH:27])[CH:20]=3)[CH2:13][CH2:12]2)[CH:7]=[C:6]([O:29][CH2:30][CH3:31])[C:5]=1[C:32]1[CH:37]=[CH:36][C:35]([F:38])=[CH:34][CH:33]=1)[CH3:2].[CH3:39][S:40](Cl)(=[O:42])=[O:41].C(N(C(C)C)C(C)C)C>C(Cl)Cl>[CH2:1]([O:3][C:4]1[CH:9]=[C:8]([CH2:10][N:11]2[CH2:16][CH2:15][CH:14]([NH:17][C:18]([C:19]3[CH:20]=[C:21]([O:27][S:40]([CH3:39])(=[O:42])=[O:41])[CH:22]=[C:23]([O:25][CH3:26])[CH:24]=3)=[O:28])[CH2:13][CH2:12]2)[CH:7]=[C:6]([O:29][CH2:30][CH3:31])[C:5]=1[C:32]1[CH:37]=[CH:36][C:35]([F:38])=[CH:34][CH:33]=1)[CH3:2]. Reported procedure: In analogy to the procedure described in example 72a), N-[1-(2,6-diethoxy-4′-fluoro-biphenyl-4-ylmethyl)-piperidin-4-yl]-3-hydroxy-5-methoxy-benzamide (example 259) was reacted with methanesulfonyl chloride, N-ethyl-diisopropylamine in CH2Cl2 at rt to yield the title compound as colorless solid. MS: 601.3 (MH+). The solvent is C(Cl)Cl (CH2Cl2). Starting materials: CS(=O)(=O)Cl (methanesulfonyl chloride), C(C)N(C(C)C)C(C)C (N-ethyl-diisopropylamine), C(C)OC1=C(C(=CC(=C1)CN1CCC(CC1)NC(C1=CC(=CC(=C1)OC)O)=O)OCC)C1=CC=C(C=C1)F (N-[1-(2,6-Diethoxy-4′-fluoro-biphenyl-4-ylmethyl)-piperidin-4-yl]-3-hydroxy-5-methoxy-benzamide). Product: C(C)OC1=C(C(=CC(=C1)CN1CCC(CC1)NC(=O)C=1C=C(C=C(C1)OC)OS(=O)(=O)C)OCC)C1=CC=C(C=C1)F (Methanesulfonic acid 3-[1-(2,6-diethoxy-4′-fluoro-biphenyl-4-ylmethyl)-piperidin-4-ylcarbamoyl]-5-methoxy-phenyl ester). Reactants: CCOCCO, COc1cc2c(Cl)c(C#N)cnc2cc1OCCCl, Cl, Cc1ccc(N)cc1O, c1ccncc1. Product: COc1cc2c(Nc3ccc(C)c(O)c3)c(C#N)cnc2cc1OCCCl. As a reaction SMILES: [CH3:36][CH2:37][O:38][CH2:39][CH2:40][OH:41].[Cl:1][CH2:2][CH2:3][O:4][c:5]1[c:6]([O:18][CH3:19])[cH:7][c:8]2[c:9]([Cl:17])[c:10]([C:15]#[N:16])[cH:11][n:12][c:13]2[cH:14]1.[ClH:29].[OH:20][c:21]1[cH:22][c:23]([NH2:24])[cH:25][cH:26][c:27]1[CH3:28].[n:30]1[cH:31][cH:32][cH:33][cH:34][cH:35]1>>[Cl:1][CH2:2][CH2:3][O:4][c:5]1[c:6]([O:18][CH3:19])[cH:7][c:8]2[c:9]([NH:24][c:23]3[cH:22][c:21]([OH:20])[c:27]([CH3:28])[cH:26][cH:25]3)[c:10]([C:15]#[N:16])[cH:11][n:12][c:13]2[cH:14]1. The reactants are NC1=CC(=C(C(=O)OC)C=C1OC)F (Methyl 4-amino-2-fluoro-5-methoxybenzoate), CCN(C(C)C)C(C)C (DIPEA), diphenylphosphenic chloride, ClC=1C(=C(C=CC1)[C@H]1[C@@H](N[C@H]([C@]1(C#N)C1=C(C=C(C=C1)Cl)F)CC(C)(C)C)C(=O)O)F ((2R,3S,4R,5S)-3-(3-chloro-2-fluorophenyl)-4-(4-chloro-2-fluorophenyl)-4-cyano-5-neopentylpyrrolidine-2-carboxylic acid). Run in C(Cl)Cl (CH2Cl2). Reaction conditions: time 5 minute. The product is COC(C1=C(C=C(C(=C1)OC)NC(=O)[C@@H]1N[C@H]([C@]([C@H]1C1=C(C(=CC=C1)Cl)F)(C#N)C1=C(C=C(C=C1)Cl)F)CC(C)(C)C)F)=O (4-{[(2R,3S,4R,5S)-4-(4-Chloro-2-fluoro-phenyl)-3-(3-chloro-2-fluoro-phenyl)-4-cyano-5-(2,2-dimethyl-propyl)-pyrrolidine-2-carbonyl]-amino}-2-fluoro-5-methoxy-benzoic acid methyl ester). Reaction SMILES: [Cl:1][C:2]1[C:3]([F:31])=[C:4]([C@@H:8]2[C@:12]([C:15]3[CH:20]=[CH:19][C:18]([Cl:21])=[CH:17][C:16]=3[F:22])([C:13]#[N:14])[C@H:11]([CH2:23][C:24]([CH3:27])([CH3:26])[CH3:25])[NH:10][C@H:9]2[C:28](O)=[O:29])[CH:5]=[CH:6][CH:7]=1.CCN(C(C)C)C(C)C.[NH2:41][C:42]1[C:51]([O:52][CH3:53])=[CH:50][C:45]([C:46]([O:48][CH3:49])=[O:47])=[C:44]([F:54])[CH:43]=1>C(Cl)Cl>[CH3:49][O:48][C:46](=[O:47])[C:45]1[CH:50]=[C:51]([O:52][CH3:53])[C:42]([NH:41][C:28]([C@H:9]2[C@H:8]([C:4]3[CH:5]=[CH:6][CH:7]=[C:2]([Cl:1])[C:3]=3[F:31])[C@:12]([C:15]3[CH:20]=[CH:19][C:18]([Cl:21])=[CH:17][C:16]=3[F:22])([C:13]#[N:14])[C@H:11]([CH2:23][C:24]([CH3:27])([CH3:26])[CH3:25])[NH:10]2)=[O:29])=[CH:43][C:44]=1[F:54]. Procedure: In a 15 mL round-bottomed flask, (2R,3S,4R,5S)-3-(3-chloro-2-fluorophenyl)-4-(4-chloro-2-fluorophenyl)-4-cyano-5-neopentylpyrrolidine-2-carboxylic acid (250 mg, 535 μmol, Eq: 1.00), was combined with CH2Cl2 (3 ml) to give a clear solution. DIPEA (242 mg, 327 μl, 1.87 mmol, Eq: 3.5) and diphenylphosphenic chloride (316 mg, 255 μl, 1.34 mmol, Eq: 2.5) were added and the reaction was stirred at RT for 5 minutes. Methyl 4-amino-2-fluoro-5-methoxybenzoate (107 mg, 535 μmol, Eq: 1.00) was added and th... Starting materials: hydrate, BrC=1C(=NC=NC1)C1=CC=C(C=C1)C (5-bromo-4-(p-tolyl)pyrimidine), cuprous cyanide, CN(C)C=O (DMF), ferric chloride. The solvent is Cl (hydrochloric acid), O (water), C(C)(=O)OCC (ethyl acetate). Conditions: temperature 50 celsius. Yields the product C(#N)C=1C(=NC=NC1)C1=CC=C(C=C1)C (5-Cyano-4-(p-tolyl)pyrimidine). As a reaction SMILES: Br[C:2]1[C:3]([C:8]2[CH:13]=[CH:12][C:11]([CH3:14])=[CH:10][CH:9]=2)=[N:4][CH:5]=[N:6][CH:7]=1.[CH3:15][N:16](C=O)C>Cl.O.C(OCC)(=O)C>[C:15]([C:2]1[C:3]([C:8]2[CH:13]=[CH:12][C:11]([CH3:14])=[CH:10][CH:9]=2)=[N:4][CH:5]=[N:6][CH:7]=1)#[N:16]. Procedure details: A mixture of 5-bromo-4-(p-tolyl)pyrimidine (10 g, 40.2 mmol) and cuprous cyanide (4.4 g, 44.2 mmol) in DMF (20 ml) was heated under reflux for 3 hours. To the reaction mixture was added a solution of ferric chloride. 6 hydrate (13 g, 48.2 mmol) in a mixture of hydrochloric acid (7 ml) and water (55 ml) and the mixture was heated at 50° C. for 10 minutes. After the reaction solution was taken up in ethyl acetate and water, the mixture was extracted with ethyl acetate. The extract was washed with ... The reactants are CCO (EtOH), C(C)(=O)N[C@@H](C(=O)NCC1=CC=C(C=C1)C#CCOC)COC ((R)-2-acetamido-3-methoxy-N-(4-(3-methoxyprop-1-ynyl)benzyl)propanamide), CCOC(=O)C (EtOAc). The reagents and catalysts are O=[Pt]=O (PtO2). The solvent is CS(=O)C (DMSO). Product: C(C)(=O)N[C@@H](C(=O)NCC1=CC=C(C=C1)CCCOC)COC ((R)-2-Acetamido-3-methoxy-N-(4-(3-methoxypropyl)benzyl)-propanamide). RXN SMILES: CCO.[C:4]([NH:7][C@H:8]([CH2:24][O:25][CH3:26])[C:9]([NH:11][CH2:12][C:13]1[CH:18]=[CH:17][C:16]([C:19]#[C:20][CH2:21][O:22][CH3:23])=[CH:15][CH:14]=1)=[O:10])(=[O:6])[CH3:5].CCOC(C)=O>O=[Pt]=O.CS(C)=O>[C:4]([NH:7][C@H:8]([CH2:24][O:25][CH3:26])[C:9]([NH:11][CH2:12][C:13]1[CH:14]=[CH:15][C:16]([CH2:19][CH2:20][CH2:21][O:22][CH3:23])=[CH:17][CH:18]=1)=[O:10])(=[O:6])[CH3:5]. Procedure: An EtOH solution (30 mL) of (R)-2-acetamido-3-methoxy-N-(4-(3-methoxyprop-1-ynyl)benzyl)propanamide ((R)-6) (1.00 g, 3.1 mmol) was treated with H2 (1 atm) in the presence of 10% PtO2 (50 mg) at room temperature (16 h). The mixture was carefully filtered through a bed of Celite®. The filtrate was concentrated in vacuo and the residue was purified by flash chromatography on silica gel with EtOAc as the eluant to obtain (R)-7 (510 mg, 51%) as a white solid: Rf=0.27 (EtOAc); mp 105-107° C.; [α]25D +... Starting materials: C(C)(C)(C)OC(N(CC1OC2=CC(=CC=C2C(C1)=O)SC1=CC=CC=C1)C)=O (methyl-(4-oxo-7-phenylsulfanyl-chroman-2-ylmethyl)-carbamic acid tert-butyl ester), C(C)#N.CO.O (acetonitrile methanol water), OOS(=O)[O-].[K+] (oxone), O (water). Conditions: time 1 hour. Product: C(C)(C)(C)OC(N(C)CC1OC2=CC(=CC=C2C(C1)=O)S(=O)(=O)C1=CC=CC=C1)=O ((7-benzenesulfonyl-4-oxo-chroman-2-ylmethyl)-methyl-carbamic acid tert-butyl ester). Isolated yield 86.0%. As a reaction SMILES: [C:1]([O:5][C:6](=[O:28])[N:7]([CH3:27])[CH2:8][CH:9]1[CH2:18][C:17](=[O:19])[C:16]2[C:11](=[CH:12][C:13]([S:20][C:21]3[CH:26]=[CH:25][CH:24]=[CH:23][CH:22]=3)=[CH:14][CH:15]=2)[O:10]1)([CH3:4])([CH3:3])[CH3:2].C(#N)C.CO.[OH2:34].OOS([O-])=O.[K+].[OH2:41]>>[C:1]([O:5][C:6](=[O:28])[N:7]([CH2:8][CH:9]1[CH2:18][C:17](=[O:19])[C:16]2[C:11](=[CH:12][C:13]([S:20]([C:21]3[CH:22]=[CH:23][CH:24]=[CH:25][CH:26]=3)(=[O:41])=[O:34])=[CH:14][CH:15]=2)[O:10]1)[CH3:27])([CH3:4])([CH3:3])[CH3:2] |f:1.2.3,4.5|. Reported procedure: To a solution of methyl-(4-oxo-7-phenylsulfanyl-chroman-2-ylmethyl)-carbamic acid tert-butyl ester (200 mg, 0.5 mmol) in a mixture acetonitrile/methanol/water (1/1/1, 30 mL) was added oxone (922 mg, 1.5 mmol), and the reaction was stirred at room temperature for 1 hour. The mixture was then diluted with water and the solid was filtered off. The filtrate was concentrated in vacuo to give (7-benzenesulfonyl-4-oxo-chroman-2-ylmethyl)-methyl-carbamic acid tert-butyl ester (186 mg, 86% yield) as yell...